This data is from the Open Reaction Database (ORD), a public repository of structured organic reaction records. The task is: describe an organic reaction: reactants, conditions, products, and yield Reactants: COc1ccc(C(=O)Nc2cnccc2NC(=O)OC(C)(C)C)cc1, ClCCl, O=C(O)C(F)(F)F. The product is COc1ccc(C(=O)Nc2cnccc2N)cc1. RXN SMILES: [C:1]([O:2][C:3](=[O:4])[NH:8][c:9]1[c:10]([NH:15][C:16]([c:17]2[cH:18][cH:19][c:20]([O:23][CH3:24])[cH:21][cH:22]2)=[O:25])[cH:11][n:12][cH:13][cH:14]1)([CH3:5])([CH3:6])[CH3:7].[CH2:33]([Cl:34])[Cl:35].[OH:26][C:27]([C:28]([F:29])([F:30])[F:31])=[O:32]>>[NH2:8][c:9]1[c:10]([NH:15][C:16]([c:17]2[cH:18][cH:19][c:20]([O:23][CH3:24])[cH:21][cH:22]2)=[O:25])[cH:11][n:12][cH:13][cH:14]1. The reactants are [Cu]C#N (copper(I) cyanide), N1(C=NC=C1)C(CCC)C=1SC=C(C1)Br (2-[1-(1-imidazolyl)-butyl]-4-bromothiophene), N (ammonia). Solvent: CN1CCCC1 (N-methylpyrrolidine). Reaction conditions: temperature 180 celsius, time 5 hour. The product is N1(C=NC=C1)C(CCC)C=1SC=C(C1)C#N (2-[1-(1-imidazolyl)-butyl]-thiophene-4-carbonitrile). Isolated yield 78.1%. RXN SMILES: [N:1]1([CH:6]([C:10]2[S:11][CH:12]=[C:13](Br)[CH:14]=2)[CH2:7][CH2:8][CH3:9])[CH:5]=[CH:4][N:3]=[CH:2]1.[Cu][C:17]#[N:18].N>CN1CCCC1>[N:1]1([CH:6]([C:10]2[S:11][CH:12]=[C:13]([C:17]#[N:18])[CH:14]=2)[CH2:7][CH2:8][CH3:9])[CH:5]=[CH:4][N:3]=[CH:2]1. Reported procedure: 0.3 g of 2-[1-(1-imidazolyl)-butyl]-4-bromothiophene is dissolved in 5 ml of N-methylpyrrolidine and mixed with 0.3 g of copper(I) cyanide and stirred for 5 hours at 180° C. Then the reaction mixture is poured into 100 ml of dilute ammonia solution and extracted with ethyl acetate. The ethyl acetate phase is concentrated by evaporation in a vacuum and distilled on a bulb tube, boiling point 180° C./0.03 mbar. 0.190 g of 2-[1-(1-imidazolyl)-butyl]-thiophene-4-carbonitrile is obtained. Starting materials: CC1(C(C2CCC1C2)CCC(CCC2C1CCC(C2(C)C)C1)=O)C (1,5-di-(3,3-dimethylnorborn-2-yl)-3-pentanone), NCC(CN)O (1,3-diamino-2-hydroxypropane), [H][H] (hydrogen), [H][H] (hydrogen). Reagents/catalysts: [Pt]=O (platinum oxide). The solvent is C(C)O (ethanol), C(C)O (ethanol). The product is NCC(CNC(CCC1C2CCC(C1(C)C)C2)CCC2C1CCC(C2(C)C)C1)O (1-amino-3-[1,5-di-(3,3-dimethylnorborn-2-yl)-3-pentylamino]-2-propanol). RXN SMILES: [CH3:1][C:2]1([CH3:24])[CH:7]2[CH2:8][CH:4]([CH2:5][CH2:6]2)[CH:3]1[CH2:9][CH2:10][C:11](=O)[CH2:12][CH2:13][CH:14]1[C:19]([CH3:21])([CH3:20])[CH:18]2[CH2:22][CH:15]1[CH2:16][CH2:17]2.[NH2:25][CH2:26][CH:27]([OH:30])[CH2:28][NH2:29].[H][H]>C(O)C.[Pt]=O>[NH2:25][CH2:26][CH:27]([OH:30])[CH2:28][NH:29][CH:11]([CH2:12][CH2:13][CH:14]1[C:19]([CH3:21])([CH3:20])[CH:18]2[CH2:22][CH:15]1[CH2:16][CH2:17]2)[CH2:10][CH2:9][CH:3]1[C:2]([CH3:24])([CH3:1])[CH:7]2[CH2:8][CH:4]1[CH2:5][CH2:6]2. Procedure details: A solution of 1,5-di-(3,3-dimethylnorborn-2-yl)-3-pentanone (13.2 g., 0.04 mole) in 50 cc of anhydrous ethanol is added dropwise over about 20 minutes to a stirred solution of 1,3-diamino-2-hydroxypropane (25 g., 0.27 mole) in 200 cc of ethanol. The resulting mixture is then heated at reflux for about two hours, allowed to cool, 1.0 g. platinum oxide added, and the mixture reduced under a 40 psi hydrogen atmosphere until hydrogen uptake ceases. The mixture is then filtered from the catalyst, con... Yield: 91.0%. Procedure details: A solution of indenol 9 (100.5 g, 0.56 mmol), 6 mL of acetic anhydride and 5 mL of pyridine was stirred for 16 hr at rt. The reaction mixture was diluted with ether (80 mL), washed with 10% HCl (50 mL×4), saturated aqueous NaHCO3, dried over anhydrous MgSO4 and concentrated in vacuo. Purification by chromatography (5% EtOAc/hexane) gave 112.8 mg (91%) of compound 10 as a colorless oil. 1H NMR (400 MHz, CDCl3) δ 5.20 (br d, J=2.4 Hz, IH), 5.08 (qt, J=7.2, 2.0 Hz, 1H), 2.33 (m, 2H), 2.18 (m,1H), 1... Run in CCOCC (ether). As a reaction SMILES: [CH:1](=[C:3]1/[CH2:4][CH2:5][C@@H:6]2[C@:11]/1([CH3:12])[CH2:10][CH2:9][CH2:8][C@@H:7]2[OH:13])\[CH3:2].[C:14](OC(=O)C)(=[O:16])[CH3:15].N1C=CC=CC=1>CCOCC>[C:14]([O:13][C@H:7]1[CH2:8][CH2:9][CH2:10][C@@:11]2([CH3:12])[C@H:6]1[CH2:5][CH2:4]/[C:3]/2=[CH:1]/[CH3:2])(=[O:16])[CH3:15]. Yields the product C(C)(=O)O[C@@H]1[C@@H]2CC/C(/[C@]2(CCC1)C)=C/C ((3aR,4S,7aS )-(Z)-1-Ethylideneoctahydro-7a-methyl-1H-inden-4-ol acetate). Reactants: C(/C)=C/1\CC[C@H]2[C@H](CCC[C@]12C)O ((3aR,4S,7aS)-(Z)-1-Ethylideneoctahydro-7a-methyl-1H-4-indenol), C(C)(=O)OC(C)=O (acetic anhydride), N1=CC=CC=C1 (pyridine). Reactants: [OH-].[Li+] (lithium hydroxide), C(CC(O)(C(=O)O)CC(=O)O)(=O)O (citric acid), crude intermediate, NCC=1C=CC(=C(C1)OC=1C=C(C#N)C=C(C1)Cl)Cl (3-{[5-(aminomethyl)-2-chlorophenyl]oxy}-5-chlorobenzonitrile), CCN(C(C)C)C(C)C (DIPEA), [OH-].[Li+] (lithium hydroxide), COC1=CC=C2C=C(NC2=C1)C(=O)OC (Methyl 6-(methyloxy)-1H-indole-2-carboxylate). Solvent: O (water), CO (methanol), CN(C)C=O (DMF), C1CCOC1 (THF). Reaction conditions: time 1 hour. Yields the product ClC1=C(C=C(C=C1)CNC(=O)C=1NC2=CC(=CC=C2C1)OC)OC1=CC(=CC(=C1)C#N)Cl (N-({4-chloro-3-[(3-chloro-5-cyanophenyl)oxy]phenyl}methyl)-6-(methyloxy)-1H-indole-2-carboxamide). Isolated yield 37.8%. As a reaction SMILES: [CH3:1][O:2][C:3]1[CH:11]=[C:10]2[C:6]([CH:7]=[C:8]([C:12]([O:14]C)=O)[NH:9]2)=[CH:5][CH:4]=1.[OH-].[Li+].C(O)(=O)CC(CC(O)=O)(C(O)=O)O.[NH2:31][CH2:32][C:33]1[CH:34]=[CH:35][C:36]([Cl:49])=[C:37]([O:39][C:40]2[CH:41]=[C:42]([CH:45]=[C:46]([Cl:48])[CH:47]=2)[C:43]#[N:44])[CH:38]=1.CCN(C(C)C)C(C)C>C1COCC1.CN(C=O)C.O.CO>[Cl:49][C:36]1[CH:35]=[CH:34][C:33]([CH2:32][NH:31][C:12]([C:8]2[NH:9][C:10]3[C:6]([CH:7]=2)=[CH:5][CH:4]=[C:3]([O:2][CH3:1])[CH:11]=3)=[O:14])=[CH:38][C:37]=1[O:39][C:40]1[CH:41]=[C:42]([C:43]#[N:44])[CH:45]=[C:46]([Cl:48])[CH:47]=1 |f:1.2|. Procedure: Methyl 6-(methyloxy)-1H-indole-2-carboxylate (0.025 g, 0.13 mmol) was dissolved in THF:methanol:water/1:1:1 (3 mL) and lithium hydroxide (0.01 g, 0.38 mmol) was added. The reaction was stirred for 1 h, at which time another portion of lithium hydroxide (0.01 g, 0.38 mmol) was added. The reaction was stirred for 1 h, acidified with 10% aqueous citric acid to pH 4-5 and extracted with EtOAc (3×5 mL). The organic extracts were combined, dried over Na2SO4, filtered and evaporated. To the crude inter... Reactants: ClCCl, Cl, O=Cc1ccc(O)cc1, OCc1ccccc1S. Product: Oc1ccc(C2OCc3ccccc3S2)cc1. Reaction SMILES: [Cl:20][CH2:21][Cl:22].[ClH:19].[OH:1][c:2]1[cH:3][cH:4][c:5]([CH:6]=[O:7])[cH:8][cH:9]1.[SH:10][c:11]1[c:12]([CH2:17][OH:18])[cH:13][cH:14][cH:15][cH:16]1>>[OH:1][c:2]1[cH:3][cH:4][c:5]([CH:6]2[O:7][CH2:17][c:12]3[c:11]([cH:16][cH:15][cH:14][cH:13]3)[S:10]2)[cH:8][cH:9]1. Starting materials: BrC=1C(=CC(=C(C1)C(C(=O)OC)C)OC)C=O (Methyl 2-(5-bromo-4-formyl-2-methoxyphenyl)propionate), O=C1CSCC1 (3-oxothiolane). Yields the product BrC=1C(=CC(=C(C1)C(C(=O)OC)C)OC)C=C1SCCC1=O (Methyl 2-[5-bromo-2-methoxy-4-(3-oxothiolan-2-ylidenemethyl)phenyl]propionate). The yield is 33.3%. As a reaction SMILES: [Br:1][C:2]1[C:3]([CH:16]=O)=[CH:4][C:5]([O:14][CH3:15])=[C:6]([CH:8]([CH3:13])[C:9]([O:11][CH3:12])=[O:10])[CH:7]=1.[O:18]=[C:19]1[CH2:23][CH2:22][S:21][CH2:20]1>>[Br:1][C:2]1[C:3]([CH:16]=[C:20]2[C:19](=[O:18])[CH2:23][CH2:22][S:21]2)=[CH:4][C:5]([O:14][CH3:15])=[C:6]([CH:8]([CH3:13])[C:9]([O:11][CH3:12])=[O:10])[CH:7]=1. Procedure: By using methyl 2-(5-bromo-4-formyl-2-methoxyphenyl)propionate (540 mg) obtained in Example 48 and 3-oxothiolane (370 mg), the title compound (230 mg, 35%) was obtained in the same manner as that of Example 1. Starting materials: ClC=1C(=C(C(=O)N2CCN(CC2)CC=2C=C(C#N)C=C(N2)N=C2SC=CN2COC)C=CC1)F (2-((4-(3-chloro-2-fluorobenzoyl)piperazin-1-yl)methyl)-6-((3-(methoxymethyl)-thiazol-2(3H)-ylidene)amino)isonicotinonitrile), [Cl-].O[NH3+] (hydroxylammonium chloride), C([O-])([O-])=O.[K+].[K+] (potassium carbonate), C(C)O (ethanol). Product: ClC=1C(=C(C(=O)N2CCN(CC2)CC2=CC(=CC(=N2)N=C2SC=CN2COC)C2=NOC(=N2)C)C=CC1)F (6-((4-(3-chloro-2-fluorobenzoyl)piperazin-1-yl)methyl)-N-(3-(methoxymethyl)thiazol-2(3H)-ylidene)-4-(5-methyl-1,2,4-oxadiazol-3-yl)pyridin-2-amine). Reaction SMILES: [Cl:1][C:2]1[C:3]([F:34])=[C:4]([CH:31]=[CH:32][CH:33]=1)[C:5]([N:7]1[CH2:12][CH2:11][N:10]([CH2:13][C:14]2[CH:15]=[C:16]([CH:19]=[C:20]([N:22]=[C:23]3[N:27]([CH2:28][O:29][CH3:30])[CH:26]=[CH:25][S:24]3)[N:21]=2)[C:17]#[N:18])[CH2:9][CH2:8]1)=[O:6].[Cl-].O[NH3+:37].C(=O)([O-])[O-].[K+].[K+].[CH2:44]([OH:46])[CH3:45]>>[Cl:1][C:2]1[C:3]([F:34])=[C:4]([CH:31]=[CH:32][CH:33]=1)[C:5]([N:7]1[CH2:12][CH2:11][N:10]([CH2:13][C:14]2[N:21]=[C:20]([N:22]=[C:23]3[N:27]([CH2:28][O:29][CH3:30])[CH:26]=[CH:25][S:24]3)[CH:19]=[C:16]([C:17]3[N:37]=[C:44]([CH3:45])[O:46][N:18]=3)[CH:15]=2)[CH2:9][CH2:8]1)=[O:6] |f:1.2,3.4.5|. Procedure details: A mixture of 31.1 mg of 2-((4-(3-chloro-2-fluorobenzoyl)piperazin-1-yl)methyl)-6-((3-(methoxymethyl)-thiazol-2(3H)-ylidene)amino)isonicotinonitrile obtained in Example 104-(3), 13.0 mg of hydroxylammonium chloride, 17.2 mg of potassium carbonate and 3 ml of ethanol was heated under reflux for 18 hours. The reaction solution was cooled to room temperature, and then concentrated. To the residue was added 3.0 ml of acetic anhydride followed by heating under reflux for 4 hours. The reaction solution... The reactants are C(=O)(OC)C1=C(C2=C(N=N1)C1=C(S2)N=C(C=C1)C)O (3-carbomethoxy-4-hydroxy-7-methylpyrido[3',2':4,5]thieno[3,2-C]pyridazine), C (charcoal). Solvent: [OH-].[Na+] (NaOH), O (water). Reaction conditions: time 2 hour. Yields the product C(=O)(O)C1=C(C2=C(N=N1)C1=C(S2)N=C(C=C1)C)O (3-carboxy-4-hydroxy-7-methylpyrido[3',2':4,5]thieno[3,2-C]pyridazine). The yield is 51.0%. As a reaction SMILES: [C:1]([C:5]1[N:10]=[N:9][C:8]2[C:11]3[CH:17]=[CH:16][C:15]([CH3:18])=[N:14][C:12]=3[S:13][C:7]=2[C:6]=1[OH:19])([O:3]C)=[O:2].C>[OH-].[Na+].O>[C:1]([C:5]1[N:10]=[N:9][C:8]2[C:11]3[CH:17]=[CH:16][C:15]([CH3:18])=[N:14][C:12]=3[S:13][C:7]=2[C:6]=1[OH:19])([OH:3])=[O:2] |f:2.3|. Procedure details: A mixture of 4 g (0.015 mol) of 3-carbomethoxy-4-hydroxy-7-methylpyrido[3',2':4,5]thieno[3,2-C]pyridazine in 60 ml of 3% NaOH solution was stirred at room temperature for 2 hours. It was then diluted with water, treated with charcoal and filtered. It was acidified with acetic acid and filtered. Crystallization of the crude product from 3% NaOH/HOAC gave 2 g (53%) of 3-carboxy-4-hydroxy-7-methylpyrido[3',2':4,5]thieno[3,2-C]pyridazine, m.p.>300° C.